This data is from the Open Reaction Database (ORD), a public repository of structured organic reaction records. The task is: describe an organic reaction: reactants, conditions, products, and yield Starting materials: CCOC(C)=O, NC(=O)c1csc2ccc(NS(=O)(=O)c3cc(Cl)cc(Cl)c3)cc12, NC(=O)c1csc2ccc(N)cc12, NC(=O)c1csc2cc(N)ccc12. Product: NC(=O)c1csc2cc(NS(=O)(=O)c3cc(Cl)cc(Cl)c3)ccc12. Reaction SMILES: [CH3:51][CH2:52][O:53][C:54](=[O:55])[CH3:56].[Cl:27][c:28]1[cH:29][c:30]([S:35](=[O:36])(=[O:37])[NH:38][c:39]2[cH:40][cH:41][c:42]3[s:43][cH:44][c:45]([C:46]([NH2:47])=[O:48])[c:49]3[cH:50]2)[cH:31][c:32]([Cl:34])[cH:33]1.[NH2:14][c:15]1[cH:16][cH:17][c:18]2[s:19][cH:20][c:21]([C:22]([NH2:23])=[O:24])[c:25]2[cH:26]1.[NH2:1][c:2]1[cH:3][cH:4][c:5]2[c:6]([s:7][cH:8][c:9]2[C:10](=[O:11])[NH2:12])[cH:13]1>>[NH:1]([c:2]1[cH:3][cH:4][c:5]2[c:6]([s:7][cH:8][c:9]2[C:10](=[O:11])[NH2:12])[cH:13]1)[S:35]([c:30]1[cH:29][c:28]([Cl:27])[cH:33][c:32]([Cl:34])[cH:31]1)(=[O:36])=[O:37]. The reactants are CO, [Na+], CC(C)(C)OC(=O)N1CCC(c2ccc3c(c2)OCO3)C(OCc2ccccc2C#N)C1, [OH-], OO. Product: CC(C)(C)OC(=O)N1CCC(c2ccc3c(c2)OCO3)C(OCc2ccccc2C(N)=O)C1. As a reaction SMILES: [CH3:37][OH:38].[Na+:4].[O:5]1[CH2:6][O:7][c:8]2[c:9]1[cH:10][cH:11][c:12]([CH:14]1[CH:15]([O:27][CH2:28][c:29]3[c:30]([C:35]#[N:36])[cH:31][cH:32][cH:33][cH:34]3)[CH2:16][N:17]([C:20](=[O:21])[O:22][C:23]([CH3:24])([CH3:25])[CH3:26])[CH2:18][CH2:19]1)[cH:13]2.[OH-:3].[OH:1][OH:2]>>[O:1]=[C:35]([c:30]1[c:29]([CH2:28][O:27][CH:15]2[CH:14]([c:12]3[cH:11][cH:10][c:9]4[c:8]([cH:13]3)[O:7][CH2:6][O:5]4)[CH2:19][CH2:18][N:17]([C:20](=[O:21])[O:22][C:23]([CH3:24])([CH3:25])[CH3:26])[CH2:16]2)[cH:34][cH:33][cH:32][cH:31]1)[NH2:36]. Starting materials: O1CCOC12CCC(CC2)C2=CC=C(CNC(OC(C)(C)C)=O)C=C2 (tert-butyl 4-(1,4-dioxaspiro[4.5]decan-8-yl)benzylcarbamate), II (iodine). Solvent: CC(=O)C (acetone). Reaction conditions: time 72 hour. Yields the product O=C1CCC(CC1)C1=CC=C(CNC(OC(C)(C)C)=O)C=C1 (tert-butyl 4-(4-oxocyclohexyl)benzylcarbamate). The yield is 60.2%. RXN SMILES: O1[C:5]2([CH2:10][CH2:9][CH:8]([C:11]3[CH:25]=[CH:24][C:14]([CH2:15][NH:16][C:17](=[O:23])[O:18][C:19]([CH3:22])([CH3:21])[CH3:20])=[CH:13][CH:12]=3)[CH2:7][CH2:6]2)[O:4]CC1.II>CC(C)=O>[O:4]=[C:5]1[CH2:6][CH2:7][CH:8]([C:11]2[CH:25]=[CH:24][C:14]([CH2:15][NH:16][C:17](=[O:23])[O:18][C:19]([CH3:21])([CH3:22])[CH3:20])=[CH:13][CH:12]=2)[CH2:9][CH2:10]1. Reported procedure: tert-butyl 4-(1,4-dioxaspiro[4.5]decan-8-yl)benzylcarbamate (935 mg, 2.6 mmol) was dissolved in acetone (15 ml) together with iodine (68 mg, 0.26 mmol). The mixture was stirred at reflux temperature for 4 hours and at room temperature for 72 hours. The mixture was partially evaporated and then diluted with CH2Cl2 (50 ml). The organic phase was washed with NaHSO3 (50 ml, sat aq), water (50 ml) and brine (50 ml) followed by drying over MgSO4 and evaporation. The product was purified by flash chrom... Reactants: CSc1sc(C(=N)NC(=O)OC(C)(C)C)cc1S(=O)(=O)c1cccc(B(O)O)c1, [Cu]I, Cc1cc([N+](=O)[O-])cnc1I, CN(C)C=O, O. Yields the product CSc1sc(C(=N)NC(=O)OC(C)(C)C)cc1S(=O)(=O)c1cccc(-c2ncc([N+](=O)[O-])cc2C)c1. Reaction SMILES: [C:1]([CH3:2])([CH3:3])([CH3:4])[O:5][C:6]([NH:7][C:8](=[NH:9])[c:10]1[s:11][c:12]([S:27][CH3:28])[c:13]([S:15](=[O:16])(=[O:17])[c:18]2[cH:19][c:20]([B:24]([OH:25])[OH:26])[cH:21][cH:22][cH:23]2)[cH:14]1)=[O:29].[Cu:47][I:48].[I:30][c:31]1[n:32][cH:33][c:34]([N+:38](=[O:39])[O-:40])[cH:35][c:36]1[CH3:37].[O:42]=[CH:43][N:44]([CH3:45])[CH3:46].[OH2:41]>>[C:1]([CH3:2])([CH3:3])([CH3:4])[O:5][C:6]([NH:7][C:8](=[NH:9])[c:10]1[s:11][c:12]([S:27][CH3:28])[c:13]([S:15](=[O:16])(=[O:17])[c:18]2[cH:19][c:20](-[c:31]3[n:32][cH:33][c:34]([N+:38](=[O:39])[O-:40])[cH:35][c:36]3[CH3:37])[cH:21][cH:22][cH:23]2)[cH:14]1)=[O:29]. Starting materials: C[Si](OCC1=NC(=NC(=C1)N1[C@H](COCC1)C)C1=CC=C(C=C1)NC(=O)NCC)(C(C)(C)C)C (1-[4-[4-[(Dimethyl-tert-butyl-silyl)oxymethyl]-6-[(3S)-3-methylmorpholin-4-yl]pyrimidin-2-yl]phenyl]-3-ethyl-urea), CCCC[N+](CCCC)(CCCC)CCCC.[F-] (TBAF). The solvent is C1CCOC1 (THF). Reaction conditions: time 1 hour. The product is C(C)NC(=O)NC1=CC=C(C=C1)C1=NC(=CC(=N1)CO)N1[C@H](COCC1)C (1-Ethyl-3-[4-[4-(hydroxymethyl)-6-[(3S)-3-methylmorpholin-4-yl]pyrimidin-2-yl]phenyl]urea). The yield is 95.6%. RXN SMILES: C[Si](C)(C(C)(C)C)[O:3][CH2:4][C:5]1[CH:10]=[C:9]([N:11]2[CH2:16][CH2:15][O:14][CH2:13][C@@H:12]2[CH3:17])[N:8]=[C:7]([C:18]2[CH:23]=[CH:22][C:21]([NH:24][C:25]([NH:27][CH2:28][CH3:29])=[O:26])=[CH:20][CH:19]=2)[N:6]=1.CCCC[N+](CCCC)(CCCC)CCCC.[F-]>C1COCC1>[CH2:28]([NH:27][C:25]([NH:24][C:21]1[CH:20]=[CH:19][C:18]([C:7]2[N:6]=[C:5]([CH2:4][OH:3])[CH:10]=[C:9]([N:11]3[CH2:16][CH2:15][O:14][CH2:13][C@@H:12]3[CH3:17])[N:8]=2)=[CH:23][CH:22]=1)=[O:26])[CH3:29] |f:1.2|. Procedure: 1-[4-[4-[(Dimethyl-tert-butyl-silyl)oxymethyl]-6-[(3S)-3-methylmorpholin-4-yl]pyrimidin-2-yl]phenyl]-3-ethyl-urea (104 mg) was dissolved in THF (10 mL) and TBAF (1.0 M solution, 0.22 mL) was added. The reaction was allowed to stir for 1 hour at room temperature and then passed down a SCX-2 column. The column was washed with methanol and the desired material eluted with 7N ammonia in methanol. The fractions were concentrated in vacuo to give the desired compound (76 mg) as a white solid.